From a dataset of the Open Reaction Database (ORD), a public repository of structured organic reaction records. describe an organic reaction: reactants, conditions, products, and yield The reactants are COc1ccccc1N1CCCN(C(=O)OC(C)(C)C)CC1, ClCCl, [Na+], O=C([O-])O, O=C(O)C(F)(F)F. Product: COc1ccccc1N1CCCNCC1. RXN SMILES: [C:1]([O:2][C:3](=[O:4])[N:8]1[CH2:9][CH2:10][N:11]([c:15]2[c:16]([O:21][CH3:22])[cH:17][cH:18][cH:19][cH:20]2)[CH2:12][CH2:13][CH2:14]1)([CH3:5])([CH3:6])[CH3:7].[Cl:35][CH2:36][Cl:37].[Na+:34].[O-:30][C:31]([OH:32])=[O:33].[OH:23][C:24]([C:25]([F:26])([F:27])[F:28])=[O:29]>>[NH:8]1[CH2:9][CH2:10][N:11]([c:15]2[c:16]([O:21][CH3:22])[cH:17][cH:18][cH:19][cH:20]2)[CH2:12][CH2:13][CH2:14]1. Reactants: C(=O)(O)C=1C=C(C=CC1)B(O)O (3-carboxyphenyboronic acid), ClC=1C2=C(N=CN1)NC=C2C(=O)OCC (ethyl 4-chloro-7H-pyrrolo[2,3-d]pyrimidine-5-carboxylate), C([O-])([O-])=O.[Na+].[Na+] (sodium carbonate). The reagents and catalysts are [Pd] (Pd). Run in O1CCOCC1 (dioxane). Reaction conditions: temperature 100 celsius. Yields the product C(C)OC(=O)C1=CNC=2N=CN=C(C21)C=2C=C(C(=O)O)C=CC2 (3-(5-(ethoxycarbonyl)-7H-pyrrolo[2,3-d]pyrimidin-4-yl)benzoic acid). RXN SMILES: [C:1]([C:4]1[CH:5]=[C:6](B(O)O)[CH:7]=[CH:8][CH:9]=1)([OH:3])=[O:2].Cl[C:14]1[C:15]2[C:22]([C:23]([O:25][CH2:26][CH3:27])=[O:24])=[CH:21][NH:20][C:16]=2[N:17]=[CH:18][N:19]=1.C(=O)([O-])[O-].[Na+].[Na+]>O1CCOCC1.[Pd]>[CH2:26]([O:25][C:23]([C:22]1[C:15]2[C:14]([C:6]3[CH:5]=[C:4]([CH:9]=[CH:8][CH:7]=3)[C:1]([OH:3])=[O:2])=[N:19][CH:18]=[N:17][C:16]=2[NH:20][CH:21]=1)=[O:24])[CH3:27] |f:2.3.4|. Procedure: To a mixture of 3-carboxyphenyboronic acid (215 mg, 1.30 mmol) and ethyl 4-chloro-7H-pyrrolo[2,3-d]pyrimidine-5-carboxylate (195 mg, 0.864 mmol) in 2 M aqueous sodium carbonate (2.0 mL, 2.1 mmol) and dioxane (8.0 mL) was added SiliaCat® heterogeneous catalysts DPP-Pd (loading=0.28 mmol/g, 617 mg, 0.173 mmol). The reaction mixture was purged with argon and heated to 100° C. overnight. The reaction mixture was filtered and rinsed with ethyl acetate and methanol. The reaction solution was concentra... The reactants are O=C(n1ccnc1)n1ccnc1, C1CCOC1, O=C(O)COc1ccc(Cl)cc1, NCCCCCn1ccnc1. Yields the product O=C(COc1ccc(Cl)cc1)NCCCCCn1ccnc1. Reaction SMILES: [C:1]([n:2]1[cH:3][cH:4][n:5][cH:6]1)([n:7]1[cH:8][cH:9][n:10][cH:11]1)=[O:12].[CH2:36]1[O:37][CH2:38][CH2:39][CH2:40]1.[Cl:13][c:14]1[cH:15][cH:16][c:17]([O:18][CH2:19][C:20](=[O:21])[OH:22])[cH:23][cH:24]1.[NH2:25][CH2:26][CH2:27][CH2:28][CH2:29][CH2:30][n:31]1[cH:32][n:33][cH:34][cH:35]1>>[Cl:13][c:14]1[cH:15][cH:16][c:17]([O:18][CH2:19][C:20](=[O:22])[NH:25][CH2:26][CH2:27][CH2:28][CH2:29][CH2:30][n:31]2[cH:32][n:33][cH:34][cH:35]2)[cH:23][cH:24]1. Starting materials: Oc1cccc(Br)c1, C=CCI, CCOC(C)=O, [K+], [K+], O=C([O-])[O-], CN(C)C=O. The product is C=CCOc1cccc(Br)c1. RXN SMILES: [Br:1][c:2]1[cH:3][c:4]([OH:8])[cH:5][cH:6][cH:7]1.[CH2:15]([CH:16]=[CH2:17])[I:18].[CH3:24][CH2:25][O:26][C:27](=[O:28])[CH3:29].[K+:10].[K+:9].[O-:11][C:12]([O-:13])=[O:14].[O:19]=[CH:20][N:21]([CH3:22])[CH3:23]>>[Br:1][c:2]1[cH:3][c:4]([O:8][CH2:17][CH:16]=[CH2:15])[cH:5][cH:6][cH:7]1.